Dataset: the Open Reaction Database (ORD), a public repository of structured organic reaction records. Task: describe an organic reaction: reactants, conditions, products, and yield Reactants: [N-]=[N+]=[N-].[Na+] (Sodium azide), C(C)(C)(C)OC(=O)NC=1C(=CC(=C(C1)N1C=C(C(C2=C(C(=C(C(=C12)Cl)F)F)C)=O)C(=O)OCC)F)F (ethyl 1-(5-tert-butoxycarbonylamino-2 4-difluorophenyl)-8-chloro-6,7-difluoro-5-methyl-4-oxo-1,4-dihydroquinoline-3-carboxylate), O (water), C(C)(=O)OCC (ethyl acetate). The solvent is CN(C=O)C (N,N-dimethylformamide). Conditions: temperature 70 celsius, time 4 hour. Yields the product N(=[N+]=[N-])C1=C(C(=C2C(C(=CN(C2=C1Cl)C1=C(C=C(C(=C1)NC(=O)OC(C)(C)C)F)F)C(=O)OCC)=O)C)F (Ethyl 7-Azido-1-(5-tert-butoxycarbonylamino-2,4-difluorophenyl)-8-chloro-6-fluoro-5-methyl-4-oxo-1,4-dihydroquinoline-3-carboxylate). Isolated yield 83.9%. As a reaction SMILES: [N-:1]=[N+:2]=[N-:3].[Na+].[C:5]([O:9][C:10]([NH:12][C:13]1[C:14]([F:40])=[CH:15][C:16]([F:39])=[C:17]([N:19]2[C:28]3[C:23](=[C:24]([CH3:32])[C:25]([F:31])=[C:26](F)[C:27]=3[Cl:29])[C:22](=[O:33])[C:21]([C:34]([O:36][CH2:37][CH3:38])=[O:35])=[CH:20]2)[CH:18]=1)=[O:11])([CH3:8])([CH3:7])[CH3:6].O.C(OCC)(=O)C>CN(C)C=O>[N:1]([C:26]1[C:27]([Cl:29])=[C:28]2[C:23]([C:22](=[O:33])[C:21]([C:34]([O:36][CH2:37][CH3:38])=[O:35])=[CH:20][N:19]2[C:17]2[CH:18]=[C:13]([NH:12][C:10]([O:9][C:5]([CH3:7])([CH3:8])[CH3:6])=[O:11])[C:14]([F:40])=[CH:15][C:16]=2[F:39])=[C:24]([CH3:32])[C:25]=1[F:31])=[N+:2]=[N-:3] |f:0.1|. Procedure details: Sodium azide (500 mg) was added to a solution of ethyl 1-(5-tert-butoxycarbonylamino-2 4-difluorophenyl)-8-chloro-6,7-difluoro-5-methyl-4-oxo-1,4-dihydroquinoline-3-carboxylate (2 g) in N,N-dimethylformamide (20 ml), and the mixture was heated and stirred at 70° C. for 4 hours. After water and ethyl acetate were added to the reaction mixture, and an organic layer was collected and dried over anhydrous magnesium sulfate, the solvent was distilled off. The residue was subjected to column chromatog... Starting materials: [BH4-], CC(C)(C)c1ccc(C=O)cc1, O=C([O-])[O-], CO, Cl, Cl, NCCc1cc(C(F)(F)F)ccc1F, [K+], [K+], [Na+]. The product is CC(C)(C)c1ccc(CNCCc2cc(C(F)(F)F)ccc2F)cc1. Reaction SMILES: [BH4-:34].[C:1]([CH3:2])([CH3:3])([CH3:4])[c:5]1[cH:6][cH:7][c:8]([CH:9]=[O:10])[cH:11][cH:12]1.[C:28](=[O:29])([O-:30])[O-:31].[CH3:37][OH:38].[ClH:13].[ClH:36].[F:14][c:15]1[c:16]([CH2:25][CH2:26][NH2:27])[cH:17][c:18]([C:21]([F:22])([F:23])[F:24])[cH:19][cH:20]1.[K+:32].[K+:33].[Na+:35]>>[C:1]([CH3:2])([CH3:3])([CH3:4])[c:5]1[cH:6][cH:7][c:8]([CH2:9][NH:27][CH2:26][CH2:25][c:16]2[c:15]([F:14])[cH:20][cH:19][c:18]([C:21]([F:22])([F:23])[F:24])[cH:17]2)[cH:11][cH:12]1. The reactants are [BH4-], COc1c(C=O)cc(Br)cc1[N+](=O)[O-], CO, [Na+], C1CCOC1. Yields the product COc1c(CO)cc(Br)cc1[N+](=O)[O-]. Reaction SMILES: [BH4-:1].[Br:3][c:4]1[cH:5][c:6]([N+:14](=[O:15])[O-:16])[c:7]([O:12][CH3:13])[c:8]([CH:9]=[O:10])[cH:11]1.[CH3:17][OH:18].[Na+:2].[O:19]1[CH2:20][CH2:21][CH2:22][CH2:23]1>>[Br:3][c:4]1[cH:5][c:6]([N+:14](=[O:15])[O-:16])[c:7]([O:12][CH3:13])[c:8]([CH2:9][OH:10])[cH:11]1. Reactants: CN(C)c1ccncc1, C(=NC1CCCCC1)=NC1CCCCC1, ClCCl, CC1(C)COC(CSCC(=O)O)(c2ccc3c(c2)OCO3)OC1, O=C1NC(c2ccccc2)CO1. Product: CC1(C)COC(CSCC(=O)N2C(=O)OCC2c2ccccc2)(c2ccc3c(c2)OCO3)OC1. Reaction SMILES: [CH3:54][N:55]([CH3:56])[c:57]1[cH:58][cH:59][n:60][cH:61][cH:62]1.[CH:24]1([N:25]=[C:26]=[N:27][CH:28]2[CH2:29][CH2:30][CH2:31][CH2:32][CH2:33]2)[CH2:34][CH2:35][CH2:36][CH2:37][CH2:38]1.[Cl:51][CH2:52][Cl:53].[O:1]1[CH2:2][O:3][c:4]2[c:5]1[cH:6][cH:7][c:8]([C:10]1([CH2:18][S:19][CH2:20][C:21](=[O:22])[OH:23])[O:11][CH2:12][C:13]([CH3:16])([CH3:17])[CH2:14][O:15]1)[cH:9]2.[c:39]1([CH:45]2[NH:46][C:47](=[O:50])[O:48][CH2:49]2)[cH:40][cH:41][cH:42][cH:43][cH:44]1>>[O:1]1[CH2:2][O:3][c:4]2[c:5]1[cH:6][cH:7][c:8]([C:10]1([CH2:18][S:19][CH2:20][C:21](=[O:22])[N:46]3[CH:45]([c:39]4[cH:40][cH:41][cH:42][cH:43][cH:44]4)[CH2:49][O:48][C:47]3=[O:50])[O:11][CH2:12][C:13]([CH3:16])([CH3:17])[CH2:14][O:15]1)[cH:9]2. RXN SMILES: [CH2:31]1[O:32][CH2:33][CH2:34][CH2:35]1.[CH3:1][n:2]1[n:3][c:4]([CH:7]2[N:8]([C:18](=[O:19])[O:20][CH2:21][c:22]3[cH:23][cH:24][cH:25][cH:26][cH:27]3)[CH2:9][CH2:10][CH:11]([C:13](=[O:14])[O:15][CH2:16][CH3:17])[CH2:12]2)[n:5][n:6]1.[ClH:30].[Li+:29].[OH-:28].[OH2:36]>>[CH3:1][n:2]1[n:3][c:4]([CH:7]2[N:8]([C:18](=[O:19])[O:20][CH2:21][c:22]3[cH:23][cH:24][cH:25][cH:26][cH:27]3)[CH2:9][CH2:10][CH:11]([C:13](=[O:14])[OH:15])[CH2:12]2)[n:5][n:6]1. Yields the product Cn1nnc(C2CC(C(=O)O)CCN2C(=O)OCc2ccccc2)n1. Reactants: C1CCOC1, CCOC(=O)C1CCN(C(=O)OCc2ccccc2)C(c2nnn(C)n2)C1, Cl, [Li+], [OH-], O. Reactants: ClC1=CC(=CC=C1)C(=O)OO (3-chloroperbenzoic acid), C(C)(C)(C)C1=CC=C(C=C1)N1C(N(C(C1=O)(C)C)CC1=CC(=NC=C1)NC(C)=O)=O (N-(4-{[3-(4-tert-butylphenyl)-5,5-dimethyl-2,4-dioxoimidazolidin-1-yl]methyl}pyridin-2-yl)acetamide), ClC1=CC(=CC=C1)C(=O)OO (3-chloroperbenzoic acid). The solvent is ClCCl (dichloromethane), ClCCl (dichloromethane). Yields the product C(C)(C)(C)C1=CC=C(C=C1)N1C(N(C(C1=O)(C)C)CC1=CC(=[N+](C=C1)[O-])NC(C)=O)=O (N-(4-{[3-(4-tert-butylphenyl)-5,5-dimethyl-2,4-dioxoimidazolidin-1-yl]methyl}-1-oxidopyridin-2-yl)acetamide). As a reaction SMILES: [C:1]([C:5]1[CH:10]=[CH:9][C:8]([N:11]2[C:15](=[O:16])[C:14]([CH3:18])([CH3:17])[N:13]([CH2:19][C:20]3[CH:25]=[CH:24][N:23]=[C:22]([NH:26][C:27](=[O:29])[CH3:28])[CH:21]=3)[C:12]2=[O:30])=[CH:7][CH:6]=1)([CH3:4])([CH3:3])[CH3:2].ClC1C=CC=C(C(OO)=[O:39])C=1>ClCCl>[C:1]([C:5]1[CH:10]=[CH:9][C:8]([N:11]2[C:15](=[O:16])[C:14]([CH3:18])([CH3:17])[N:13]([CH2:19][C:20]3[CH:25]=[CH:24][N+:23]([O-:39])=[C:22]([NH:26][C:27](=[O:29])[CH3:28])[CH:21]=3)[C:12]2=[O:30])=[CH:7][CH:6]=1)([CH3:2])([CH3:3])[CH3:4]. Procedure details: To a solution of 370 mg of N-(4-{[3-(4-tert-butylphenyl)-5,5-dimethyl-2,4-dioxoimidazolidin-1-yl]methyl}pyridin-2-yl)acetamide obtained in stage b) of Example 7 in 20 mL of dichloromethane are added, under argon, and with stirring, 704 mg of 3-chloroperbenzoic acid. After stirring for 1 hour 30 minutes at a temperature in the region of 20° C., 156 mg of 3-chloroperbenzoic acid are added. The solution is stirred overnight and then diluted with dichloromethane and washed three times with saturated...